This data is from the Open Reaction Database (ORD), a public repository of structured organic reaction records. The task is: describe an organic reaction: reactants, conditions, products, and yield Starting materials: FC=1C=C(C=CC1)C=1N=C(SC1)N1CCN(CC1)C(=O)OC(C)(C)C (tert-butyl 4-[4-(3-fluorophenyl)-1,3-thiazol-2-yl]piperazine-1-carboxylate), solution, Cl (hydrogen chloride). Solvent: C(C)(=O)OCC (ethyl acetate), C(C)(=O)OCC (ethyl acetate). Run at time 14 hour. Yields the product FC=1C=C(C=CC1)C=1N=C(SC1)N1CCNCC1 (1-[4-(3-Fluorophenyl)-1,3-thiazol-2-yl]piperazine). Yield: 86.0%. As a reaction SMILES: [F:1][C:2]1[CH:3]=[C:4]([C:8]2[N:9]=[C:10]([N:13]3[CH2:18][CH2:17][N:16](C(OC(C)(C)C)=O)[CH2:15][CH2:14]3)[S:11][CH:12]=2)[CH:5]=[CH:6][CH:7]=1.Cl>C(OCC)(=O)C>[F:1][C:2]1[CH:3]=[C:4]([C:8]2[N:9]=[C:10]([N:13]3[CH2:14][CH2:15][NH:16][CH2:17][CH2:18]3)[S:11][CH:12]=2)[CH:5]=[CH:6][CH:7]=1. Procedure: To a solution of tert-butyl 4-[4-(3-fluorophenyl)-1,3-thiazol-2-yl]piperazine-1-carboxylate (780 mg, 2.15 mmol) in ethyl acetate (50 ml) was added a 4N solution (25 ml) of hydrogen chloride in ethyl acetate, and the mixture was stirred at room temperature for 14 hours. The solvent was distilled off under reduced pressure, and the residue was dissolved in water. The solution was neutralized with 1N aqueous sodium hydroxide solution, and the mixture was extracted with chloroform. The extract was w... Reactants: FC1=CC=C(CCO)C=C1 (4-fluorophenethyl alcohol), BrCCCCl (1-bromo-3-chloropropane), [OH-].[Na+] (NaOH). The reagents and catalysts are S(=O)(=O)(O)[O-].C(CCC)[N+](CCCC)(CCCC)CCCC (tetrabutylammonium hydrogen sulfate). Reaction conditions: temperature 25 celsius. Procedure details: A solution of 86 g (2.14 mol) of NaOH pellets in 86 g of water is stirred, cooled to 25° C. and then treated with 20 g (0.143 mol) of 4-fluorophenethyl alcohol, 113 ml (1.14 mol) of 1-bromo-3-chloropropane and then with 4.85 g (14 mmol) of tetrabutylammonium hydrogen sulfate. Vigorous stirring is maintained for 4 h at 25° C., extraction is then carried out with ether and the extract is washed with water and with aqueous saline solution and dried over anhydrous sodium sulfate. After removing the ... Run in O (water). As a reaction SMILES: [OH-].[Na+].[F:3][C:4]1[CH:12]=[CH:11][C:7]([CH2:8][CH2:9][OH:10])=[CH:6][CH:5]=1.Br[CH2:14][CH2:15][CH2:16][Cl:17]>O.S([O-])(O)(=O)=O.C([N+](CCCC)(CCCC)CCCC)CCC>[F:3][C:4]1[CH:12]=[CH:11][C:7]([CH2:8][CH2:9][O:10][CH2:14][CH2:15][CH2:16][Cl:17])=[CH:6][CH:5]=1 |f:0.1,5.6|. Product: FC1=CC=C(C=C1)CCOCCCCl (4-Fluoro-1-[2-(3-chloropropoxy)ethyl]benzene). The reactants are NC1C(N(C2=C(C(=N1)C1=CC=CC=C1)C=CC=C2)CC(=O)N2CCCC2)=O (1-{[(3-amino)-2,3-dihydro-2-oxo-5-phenyl-1H-1,4-benzodiazepin-1-yl]acetyl}pyrrolidine), COC=1C=C(C=CC1)N=C=O (3-methoxyphenylisocyanate). The solvent is O1CCCC1 (tetrahydrofuran). Run at time 8 hour. Yields the product COC=1C=C(C=CC1)NC(=O)NC1C(N(C2=C(C(=N1)C1=CC=CC=C1)C=CC=C2)CC(=O)N2CCCC2)=O (1-{[3-[(((3-Methoxyphenyl)amino)carbonyl)amino]-2,3-dihydro-2-oxo-5-phenyl-1H-1,4-benzodiazepin-1-yl]acetyl}pyrrolidine). As a reaction SMILES: [NH2:1][CH:2]1[N:8]=[C:7]([C:9]2[CH:14]=[CH:13][CH:12]=[CH:11][CH:10]=2)[C:6]2[CH:15]=[CH:16][CH:17]=[CH:18][C:5]=2[N:4]([CH2:19][C:20]([N:22]2[CH2:26][CH2:25][CH2:24][CH2:23]2)=[O:21])[C:3]1=[O:27].[CH3:28][O:29][C:30]1[CH:31]=[C:32]([N:36]=[C:37]=[O:38])[CH:33]=[CH:34][CH:35]=1>O1CCCC1>[CH3:28][O:29][C:30]1[CH:31]=[C:32]([NH:36][C:37]([NH:1][CH:2]2[N:8]=[C:7]([C:9]3[CH:10]=[CH:11][CH:12]=[CH:13][CH:14]=3)[C:6]3[CH:15]=[CH:16][CH:17]=[CH:18][C:5]=3[N:4]([CH2:19][C:20]([N:22]3[CH2:23][CH2:24][CH2:25][CH2:26]3)=[O:21])[C:3]2=[O:27])=[O:38])[CH:33]=[CH:34][CH:35]=1. Procedure: Equimolar amounts of 1-{[(3-amino)-2,3-dihydro-2-oxo-5-phenyl-1H-1,4-benzodiazepin-1-yl]acetyl}pyrrolidine and 3-methoxyphenylisocyanate were mixed in 8 ml of dry tetrahydrofuran at room temperature. The reaction mixture was allowed to stand for 8 hours and was then filtered. The collected solids were washed with tetrahydrofuran and dried in vacuo over P2O5 to give the analytical product: m.p. 193°-194° C. Starting materials: ClC1=C(C=CC=C1)C (chlorotoluene), ClC1=C(C=CC=C1)C (o-chlorotoluene), ClC1=CC=C(C=C1)C (p-chlorotoluene), [OH-].[Na+] (NaOH), S1C=NC2=C1C=CC=C2 (benzothiazole), Cl (HCl). Run in O (water). Run at temperature 100 celsius. Product: S1CCC(NC2=C1C=CC=C2)=O (2,3-Dihydro-1,5-benzothiazepin-4(5H)-one). As a reaction SMILES: [OH-:1].[Na+].[S:3]1[C:7]2[CH:8]=[CH:9][CH:10]=[CH:11][C:6]=2[N:5]=[CH:4]1.Cl.ClC1C=CC=C[C:15]=1[CH3:20].ClC1C=CC(C)=CC=1>O>[S:3]1[C:7]2[CH:8]=[CH:9][CH:10]=[CH:11][C:6]=2[NH:5][C:4](=[O:1])[CH2:20][CH2:15]1 |f:0.1|. Procedure: 100 parts by weight of 50% NaOH solution were initially introduced and heated to reflux. 66 parts by weight of benzothiazole were added in the course of 3 hours and the mixture was then stirred under reflux for 2 h. It was then cooled somewhat and acidified at 100° C. with 120 parts by weight of conc. HCl and a further 100 parts by weight of water were then added. 70 parts by weight of a chlorotoluene mixture comprising about 50% o-chlorotoluene and about 50% p-chlorotoluene were added and the s... Yields the product COc1cccc(-c2cc3[nH]ncc3s2)c1. Reactants: COc1cccc(-c2cc3c(cnn3COCC[Si](C)(C)C)s2)c1, COc1cccc(-c2cc3nn(COCC[Si](C)(C)C)cc3s2)c1, CCCC[N+](CCCC)(CCCC)CCCC, [F-], NCCN, C1CCOC1. Reaction SMILES: [CH3:1][O:2][c:3]1[cH:4][c:5](-[c:9]2[cH:10][c:11]3[n:12]([CH2:17][O:18][CH2:19][CH2:20][Si:21]([CH3:22])([CH3:23])[CH3:24])[n:13][cH:14][c:15]3[s:16]2)[cH:6][cH:7][cH:8]1.[CH3:25][O:26][c:27]1[cH:28][c:29](-[c:30]2[s:31][c:32]3[c:33]([n:34][n:35]([CH2:36][O:37][CH2:38][CH2:39][Si:40]([CH3:41])([CH3:42])[CH3:43])[cH:44]3)[cH:45]2)[cH:46][cH:47][cH:48]1.[CH3:54][CH2:55][CH2:56][CH2:57][N+:58]([CH2:59][CH2:60][CH2:61][CH3:62])([CH2:63][CH2:64][CH2:65][CH3:66])[CH2:67][CH2:68][CH2:69][CH3:70].[F-:53].[NH2:49][CH2:50][CH2:51][NH2:52].[O:71]1[CH2:72][CH2:73][CH2:74][CH2:75]1>>[CH3:1][O:2][c:3]1[cH:4][c:5](-[c:9]2[cH:10][c:11]3[nH:12][n:13][cH:14][c:15]3[s:16]2)[cH:6][cH:7][cH:8]1. Starting materials: NC1C(N(CC1)CC1=CC=CC=C1)C (3-Amino-1-benzyl-2-methylpyrrolidine), C(C)(=O)OC(C)=O (acetic anhydride). Yields the product C(C)(=O)NC1C(N(CC1)CC1=CC=CC=C1)C (3-acetylamino-1-benzyl-2-methylpyrrolidine). Reaction SMILES: [NH2:1][CH:2]1[CH2:6][CH2:5][N:4]([CH2:7][C:8]2[CH:13]=[CH:12][CH:11]=[CH:10][CH:9]=2)[CH:3]1[CH3:14].[C:15](OC(=O)C)(=[O:17])[CH3:16]>>[C:15]([NH:1][CH:2]1[CH2:6][CH2:5][N:4]([CH2:7][C:8]2[CH:13]=[CH:12][CH:11]=[CH:10][CH:9]=2)[CH:3]1[CH3:14])(=[O:17])[CH3:16]. Procedure: 3-Amino-1-benzyl-2-methylpyrrolidine [Japanese Laid-Open Patent Publication No. 22699/1980] was allowed to react with acetic anhydride to give 3-acetylamino-1-benzyl-2-methylpyrrolidine, m.p. 51°-54° C. This compound was hydrogenated catalytically in the presence of 5% palladium-carbon to give 3-acetylamino-2-methylpyrrolidine as an oil. Reactants: C(Cl)Cl.CO (DCM MeOH), Compound 11, [OH-].[Na+] (sodium hydroxide), C(C1=CC=CC=C1)Br (benzyl bromide). Reagents/catalysts: [Br-].C(CCC)[N+](CCCC)(CCCC)CCCC (tetrabutyl-ammonium bromide). The solvent is C(Cl)Cl (DCM), C(Cl)Cl.O (DCM water). Product: C(C1=CC=CC=C1)OCC1=CC=CC=C1 (Benzyl Ether). The yield is 95.0%. Reaction SMILES: [OH-:1].[Na+].[CH2:3](Br)[C:4]1[CH:9]=[CH:8][CH:7]=[CH:6][CH:5]=1.C(Cl)Cl.CO>C(Cl)Cl.O.[Br-].C([N+](CCCC)(CCCC)CCCC)CCC.C(Cl)Cl>[CH2:3]([O:1][CH2:3][C:4]1[CH:9]=[CH:8][CH:7]=[CH:6][CH:5]=1)[C:4]1[CH:9]=[CH:8][CH:7]=[CH:6][CH:5]=1 |f:0.1,3.4,5.6,7.8|. Procedure details: Compound 11 (Rb═H, 0.84 g, 2.66 mmol) was dissolved in DCM/water, 2/1, v/v (30 ml) and to this solution was added sodium hydroxide (2N, 4.2 ml). To this mixture was added tetrabutyl-ammonium bromide (0.09 g, 0.27 mmol, 0.1 eq) and benzyl bromide (0.35 ml, 2.93 mmol, 1.1 eg). The mixture was stirred for 16 hrs at room temperature after which time TLC analysis (DCM/MeOH, 98/2, v/v, Rf 0.8) showed complete reaction. The mixture was diluted with DCM (100 ml), the layers were separated and the water ...